From a dataset of the Open Reaction Database (ORD), a public repository of structured organic reaction records. describe an organic reaction: reactants, conditions, products, and yield Reaction conditions: temperature 0 celsius, time 30 minute. Procedure details: 3-{4-[(4-Fluorobenzyl)oxy]phenyl}acrylic acid (1.00 g, 3.67 mmol) was dissolved in tetrahydrofuran (11 ml), and 1,1′-carbonyldiimidazole (0.714 g, 4.40 mmol) was added thereto. The imidazole mixture was stirred for1 hour at room temperature. Sodium hydride (60% oil suspension 0.147 g, 3.67 mmol) was suspended in tetrahydrofuran (11 ml), and 3-amino-1,2,4-dithiazole-5-thione (0.552 g, 3.67 mmol) was added thereto. After being stirred for 30 minutes at 0° C., the reaction mixture, with the imidazo... Isolated yield 9.4%. As a reaction SMILES: [F:1][C:2]1[CH:20]=[CH:19][C:5]([CH2:6][O:7][C:8]2[CH:13]=[CH:12][C:11]([CH:14]=[CH:15][C:16](O)=[O:17])=[CH:10][CH:9]=2)=[CH:4][CH:3]=1.C(N1C=CN=C1)(N1C=CN=C1)=O.N1C=CN=C1.[H-].[Na+].[NH2:40][C:41]1[S:42][S:43][C:44](=[S:46])[N:45]=1>O1CCCC1.O>[F:1][C:2]1[CH:20]=[CH:19][C:5]([CH2:6][O:7][C:8]2[CH:13]=[CH:12][C:11]([CH:14]=[CH:15][C:16]([NH:40][C:41]3[S:42][S:43][C:44](=[S:46])[N:45]=3)=[O:17])=[CH:10][CH:9]=2)=[CH:4][CH:3]=1 |f:3.4|. Reactants: FC1=CC=C(COC2=CC=C(C=C2)C=CC(=O)O)C=C1 (3-{4-[(4-Fluorobenzyl)oxy]phenyl}acrylic acid), suspension, [H-].[Na+] (Sodium hydride), N1C=NC=C1 (imidazole), C(=O)(N1C=NC=C1)N1C=NC=C1 (1,1′-carbonyldiimidazole), N1C=NC=C1 (imidazole), NC=1SSC(N1)=S (3-amino-1,2,4-dithiazole-5-thione). Run in O1CCCC1 (tetrahydrofuran), O (water), O1CCCC1 (tetrahydrofuran). The product is FC1=CC=C(COC2=CC=C(C=C2)C=CC(=O)NC2=NC(SS2)=S)C=C1 (3-{4-[(4-fluorobenzyl)oxy]phenyl}-N-(3-thioxo-3H-1,2,4-dithiazol-5-yl)acrylamide). Run at temperature 150 celsius. Procedure: 7.5 g of aluminum triisopropylate and 50 g of a reaction product which contains 42 g of 2-methyl-2-hepten-6-one and 5 g of 2-methyl-3-buten-2-ol are heated at 150° C. in the reaction apparatus described in Example 1, and a mixture of 464 g of methyl acetoacetate and 430 g of 2-methyl-3-buten-2-ol is introduced in the course of 18 hours. On working up the mixture by distillation when the reaction has ceased, 490 g of 2-methyl-2-hepten-6-one, 95 g of unconverted 2-methyl-3-buten-2-ol, 13 g of acet... As a reaction SMILES: CC([O-])C.CC([O-])C.CC([O-])C.[Al+3].[CH3:14][C:15](=[CH:17][CH2:18][CH2:19][C:20](=[O:22])[CH3:21])[CH3:16].[CH3:23][C:24]([OH:28])([CH:26]=[CH2:27])[CH3:25].C(OC)(=O)CC(C)=O>>[CH3:14][C:15](=[CH:17][CH2:18][CH2:19][C:20](=[O:22])[CH3:21])[CH3:16].[CH3:23][C:24]([OH:28])([CH:26]=[CH2:27])[CH3:25].[CH2:18]=[CH:17][C:15](=[CH2:14])[CH3:16] |f:0.1.2.3|. The reactants are C(CC(=O)C)(=O)OC (methyl acetoacetate), CC(C)(C=C)O (2-methyl-3-buten-2-ol), reaction product, CC(C)=CCCC(C)=O (2-methyl-2-hepten-6-one), CC(C)[O-].CC(C)[O-].CC(C)[O-].[Al+3] (aluminum triisopropylate), CC(C)(C=C)O (2-methyl-3-buten-2-ol). Yields the product CC(C)=CCCC(C)=O (2-methyl-2-hepten-6-one), CC(C)(C=C)O (2-methyl-3-buten-2-ol), C=CC(C)=C (isoprene). Starting materials: C(C)(C)(C1=CC=CC=C1)OOC(C)(C)C1=CC=CC=C1 (dicumyl peroxide), CC(=C)C1=CC=CC=C1 (α-methylstyrene), OO (H2O2), C(C)(C)(C1=CC=CC=C1)Cl (cumyl chloride). Run at temperature 30 celsius, time 35 minute. Product: [O-]O.C1(=CC=CC=C1)C(C)C (cumene hydroperoxide). Isolated yield 5.0%. Reaction SMILES: [CH3:1][C:2]([C:4]1[CH:9]=[CH:8][CH:7]=[CH:6][CH:5]=1)=[CH2:3].OO.C(Cl)(C1C=CC=CC=1)(C)C.C([O:31][O:32]C(C1C=CC=CC=1)(C)C)(C1C=CC=CC=1)(C)C>>[O-:31][OH:32].[C:4]1([CH:2]([CH3:3])[CH3:1])[CH:9]=[CH:8][CH:7]=[CH:6][CH:5]=1 |f:4.5|. Procedure: Into a 250 ml round bottom flask equipped with a magnetic stirrer, condenser, thermometer and addition funnel were added 59.0 grams (B 0.05 m) α-methylstyrene and 9.8 grams (0.2 m) of 70% H2O2. The flask was immersed in a 25° C. water bath and the temperature allowed to come to 23° C. Then with rapid stirring, 6.2 grams (0.14 m) of cumyl chloride were added over 5 minutes. The reaction mixture was stirred vigorously for 35 minutes at 25° C.±2° C., the reaction temperature raised to 30° C. and st... Starting materials: FC1=CC=C(C=C1)C1=CC=C2C=CNC2=C1 (6-(4-fluorophenyl)indole), ClCC(=O)Cl (chloroacetyl chloride), O (H2O), N1=CC=CC=C1 (pyridine). Solvent: O1CCOCC1 (dioxane), CCOCC (ether), O1CCOCC1 (dioxane). Conditions: temperature 60 celsius, time 1 hour. The product is ClC(CC1=CNC2=CC(=CC=C12)C1=CC=C(C=C1)F)=O (1-chloro-2-[6-(4-fluorophenyl)indol-3-yl]ethanone). Yield: 20.5%. Reaction SMILES: [F:1][C:2]1[CH:7]=[CH:6][C:5]([C:8]2[CH:16]=[C:15]3[C:11]([CH:12]=[CH:13][NH:14]3)=[CH:10][CH:9]=2)=[CH:4][CH:3]=1.N1C=CC=CC=1.Cl[CH2:24][C:25]([Cl:27])=[O:26].O>O1CCOCC1.CCOCC>[Cl:27][C:25](=[O:26])[CH2:24][C:12]1[C:11]2[C:15](=[CH:16][C:8]([C:5]3[CH:6]=[CH:7][C:2]([F:1])=[CH:3][CH:4]=3)=[CH:9][CH:10]=2)[NH:14][CH:13]=1. Procedure: A solution under N2 of 6-(4-fluorophenyl)indole (10.0 g, 47.4 mmol), prepared as described in WO 93/01813, in dioxane (36 mL) and pyridine (5.8 mL, 71.8 mmol) was heated to 60° C. and a solution of chloroacetyl chloride (5.7 mL, 71.1 mmol) in dioxane (12.5 mL) was added dropwise over 1 hour. The reaction mixture was stirred for 1 hour at 60° C., then cooled to ambient temperature and poured into a mixture of H2O (200 mL) and ether (50 mL). The resulting orange precipitate was filtered and dried....